From a dataset of the Open Reaction Database (ORD), a public repository of structured organic reaction records. describe an organic reaction: reactants, conditions, products, and yield Starting materials: C([O-])(O)=O (bicarbonate), C(C(=O)C)(=O)[O-] (pyruvate), O=O.C(=O)=O (oxygen carbon dioxide), C([C@@H](O)C)(=O)[O-] (L-lactate). Solvent: O (water). Reaction conditions: time 2 hour. Product: O=C[C@H](O)[C@@H](O)[C@H](O)[C@H](O)CO (Glucose). As a reaction SMILES: [C:1](=[O:4])(O)[O-].O=O.C(=O)=[O:8].[C:10]([O-:15])(=O)[C@H:11]([CH3:13])[OH:12].[C:16]([O-])(=[O:20])[C:17](C)=[O:18]>O>[O:18]=[CH:17][C@@H:16]([C@H:13]([C@@H:11]([C@@H:10]([CH2:1][OH:4])[OH:15])[OH:12])[OH:8])[OH:20] |f:1.2|. Procedure: Food is withheld from the animals for from 20 to 22 hours prior to the operation. They are allowed to take water ad lib. The operation and the perfusion of the liver are carried out using the technique of R. Scholz et al. [Eur. J. Biochem. 38 (1973) 64 to 72]. The perfusion liquid used is Krebs-Henseleit bicarbonate buffer (pH 7.4), which is saturated with an oxygen/carbon dioxide mixture (95/5) and contains 1.6 mmol/liter of L-lactate and 0.2 mmol/liter of pyruvate. The perfusion liquid is pump...